This data is from the Open Reaction Database (ORD), a public repository of structured organic reaction records. The task is: describe an organic reaction: reactants, conditions, products, and yield Starting materials: COC(CCC1=NC(=CC=C1O)C=O)=O (3-(6-formyl-3-hydroxy-2-pyridyl)-propionic acid methyl ester), BrCCCC/C=C/C1=CC=C(C=C1)OC ((1E)-6-bromo-1-(4-methoxyphenyl)-1-hexene). Product: COC(CCC1=NC(=CC=C1OCCCC\C=C\C1=CC=C(C=C1)OC)C=O)=O (3-{6-formyl-3-[6-(4-methoxyphenyl)-(5E)-5-hexenyloxy]-2-pyridyl}-propionic acid methyl ester). Yield: 29.3%. As a reaction SMILES: [CH3:1][O:2][C:3](=[O:15])[CH2:4][CH2:5][C:6]1[C:11]([OH:12])=[CH:10][CH:9]=[C:8]([CH:13]=[O:14])[N:7]=1.Br[CH2:17][CH2:18][CH2:19][CH2:20]/[CH:21]=[CH:22]/[C:23]1[CH:28]=[CH:27][C:26]([O:29][CH3:30])=[CH:25][CH:24]=1>>[CH3:1][O:2][C:3](=[O:15])[CH2:4][CH2:5][C:6]1[C:11]([O:12][CH2:17][CH2:18][CH2:19][CH2:20]/[CH:21]=[CH:22]/[C:23]2[CH:24]=[CH:25][C:26]([O:29][CH3:30])=[CH:27][CH:28]=2)=[CH:10][CH:9]=[C:8]([CH:13]=[O:14])[N:7]=1. Procedure details: Under the conditions of example 1 D, 510 mg of 3-(6-formyl-3-hydroxy-2-pyridyl)-propionic acid methyl ester is reacted with 730 mg of (1E)-6-bromo-1-(4-methoxyphenyl)-1-hexene, worked up, and the crude product is chromatographed on silica gel with hexane/0-10% ethyl acetate. 284 mg of 3-{6-formyl-3-[6-(4-methoxyphenyl)-(5E)-5-hexenyloxy]-2-pyridyl}-propionic acid methyl ester of melting point 66°-69° C. is obtained. Reactants: IC (Iodomethane), C(N)(=S)C1=CC=C(C=C1)NC(NC(=O)C1=CC=C(OCC(=O)OC)C=C1)=O (methyl 4-[4-(4-thiocarbamoylphenyl)allophanoyl]phenoxyacetate). The solvent is CC(=O)C (acetone). Conditions: time 2 day. The product is I.CSC(=N)C1=CC=C(C=C1)NC(NC(=O)C1=CC=C(OCC(=O)OC)C=C1)=O (methyl 4-[4-(4-methylthiocarbonimidoylphenyl)allophanoyl]phenoxyacetate, hydroiodide salt). As a reaction SMILES: [I:1][CH3:2].[C:3]([C:6]1[CH:11]=[CH:10][C:9]([NH:12][C:13](=[O:29])[NH:14][C:15]([C:17]2[CH:28]=[CH:27][C:20]([O:21][CH2:22][C:23]([O:25][CH3:26])=[O:24])=[CH:19][CH:18]=2)=[O:16])=[CH:8][CH:7]=1)(=[S:5])[NH2:4]>CC(C)=O>[IH:1].[CH3:2][S:5][C:3]([C:6]1[CH:11]=[CH:10][C:9]([NH:12][C:13](=[O:29])[NH:14][C:15]([C:17]2[CH:28]=[CH:27][C:20]([O:21][CH2:22][C:23]([O:25][CH3:26])=[O:24])=[CH:19][CH:18]=2)=[O:16])=[CH:8][CH:7]=1)=[NH:4] |f:3.4|. Reported procedure: Iodomethane (5 ml) was added to a stirred suspension of the product of step (b) (550 mg) in acetone (50 ml). The reaction mixture was stirred at ambient temperature for 2 days and then filtered. The collected solid was washed with acetone and dried to give methyl 4-[4-(4-methylthiocarbonimidoylphenyl)allophanoyl]phenoxyacetate, hydroiodide salt (550 mg), as a yellow solid; m.p. 216°-219° C. (decomposes); NMR Spectrum (DMSO-d6) 2.82 (3H, s), 3.71 (3H, s), 4.93 (2H, s), 7.09 (2H, d), 7.91 (4H, m),... The reactants are Cl.C(C)N1[C@@H](CCC1)CNC(C1=C(C(=CC=C1O)O)OC)=O ((S)-(-)-N-[(1-ethyl-2-pyrrolidinyl)methyl]-3,6-dihydroxy-2-methoxybenzamide hydrochloride), C(C)(=O)O (acetic acid), BrBr (bromine). Solvent: O1CCOCC1 (dioxane), O1CCOCC1 (dioxane). Conditions: time 1 hour. The product is C(C)N1[C@@H](CCC1)CNC(C1=C(C(=CC(=C1OC)O)Br)O)=O ((S)-(-)-N-[(1-Ethyl-2-pyrrolidinyl)methyl]-3-bromo-2,5-dihydroxy-6-methoxybenzamide). RXN SMILES: Cl.[CH2:2]([N:4]1[CH2:8][CH2:7][CH2:6][C@H:5]1[CH2:9][NH:10][C:11](=[O:22])[C:12]1[C:17]([OH:18])=[CH:16][CH:15]=[C:14]([OH:19])[C:13]=1[O:20][CH3:21])[CH3:3].C(O)(=O)C.[Br:27]Br>O1CCOCC1>[CH2:2]([N:4]1[CH2:8][CH2:7][CH2:6][C@H:5]1[CH2:9][NH:10][C:11](=[O:22])[C:12]1[C:13]([O:20][CH3:21])=[C:14]([OH:19])[CH:15]=[C:16]([Br:27])[C:17]=1[OH:18])[CH3:3] |f:0.1|. Procedure details: To a mixture of (S)-(-)-N-[(1-ethyl-2-pyrrolidinyl)methyl]-3,6-dihydroxy-2-methoxybenzamide hydrochloride (90 mg, 0.27 mmol), 0.5 ml dioxane and 0.1 ml acetic acid was added a solution of 18 μl bromine (0.35 mmol) in 0.5 ml dioxane. After stirring at room temperature for 1 h the solvent was evaporated. The reactants are N1CC(SCC1)C(=O)NC=1C=C2C(=NNC2=CC1)C(=O)OC (methyl 5-(thiomorpholine-2-carboxamido)-1H-indazole-3-carboxylate), FC1=C(C=O)C=CC=C1 (2-fluorobenzaldehyde), [Na] (sodium), C(C)(=O)O[BH-](OC(C)=O)OC(C)=O.[Na+] (Sodium triacetoxyborohydride). The reagents and catalysts are C(C)(=O)O (acetic acid). Run in ClCCl (dichloromethane). Reaction conditions: time 15 minute. The product is FC1=C(CN2CC(SCC2)C(=O)NC=2C=C3C(=NNC3=CC2)C(=O)OC)C=CC=C1 (methyl 5-(4-(2-fluorobenzyl)thiomorpholine-2-carboxamido)-1H-indazole-3-carboxylate). Yield: 58.3%. As a reaction SMILES: [NH:1]1[CH2:6][CH2:5][S:4][CH:3]([C:7]([NH:9][C:10]2[CH:11]=[C:12]3[C:16](=[CH:17][CH:18]=2)[NH:15][N:14]=[C:13]3[C:19]([O:21][CH3:22])=[O:20])=[O:8])[CH2:2]1.[F:23][C:24]1[CH:31]=[CH:30][CH:29]=[CH:28][C:25]=1[CH:26]=O.C(O[BH-](OC(=O)C)OC(=O)C)(=O)C.[Na+].[Na]>C(O)(=O)C.ClCCl>[F:23][C:24]1[CH:31]=[CH:30][CH:29]=[CH:28][C:25]=1[CH2:26][N:1]1[CH2:6][CH2:5][S:4][CH:3]([C:7]([NH:9][C:10]2[CH:11]=[C:12]3[C:16](=[CH:17][CH:18]=2)[NH:15][N:14]=[C:13]3[C:19]([O:21][CH3:22])=[O:20])=[O:8])[CH2:2]1 |f:2.3,^1:45|. Procedure: In a flask, dichloromethane (5 mL) and acetic acid (3 drops) was added to methyl 5-(thiomorpholine-2-carboxamido)-1H-indazole-3-carboxylate (0.320 g, 1 mmol) and 2-fluorobenzaldehyde (0.248 g, 2 mmol). The reaction was stirred for 15 minutes. Sodium triacetoxyborohydride (0.636 g, 3 mmol) was added in one portion. The reaction was stirred for an additional 16 hours. Saturated sodium bicarbarbonate (20 mL) was added. The reaction was stirred for an additional 5 minutes and was extracted with dich...